This data is from the Open Reaction Database (ORD), a public repository of structured organic reaction records. The task is: describe an organic reaction: reactants, conditions, products, and yield The product is O=Cc1ccccc1Oc1ccc(Cl)cc1[N+](=O)[O-]. The reactants are O=Cc1ccccc1O, O=[N+]([O-])c1cc(Cl)ccc1Cl, [K], O. Reaction SMILES: [CH:13](=[O:14])[c:15]1[cH:16][cH:17][cH:18][cH:19][c:20]1[OH:21].[Cl:1][c:2]1[c:3]([N+:9](=[O:10])[O-:11])[cH:4][c:5]([Cl:8])[cH:6][cH:7]1.[K:12].[OH2:22]>>[c:2]1([O:21][c:20]2[c:15]([CH:13]=[O:14])[cH:16][cH:17][cH:18][cH:19]2)[c:3]([N+:9](=[O:10])[O-:11])[cH:4][c:5]([Cl:8])[cH:6][cH:7]1. Reactants: FC=1C=C2CCC(CC2=CC1)=O (6-Fluoro-3,4-dihydro-1H-naphthalen-2-one), C1(CCCC1)CC1=CC(=NO1)NC([C@H](CCC)N)=O (2-(S)-Amino-pentanoic acid (5-Cyclopentylmethyl-isoxazol-3-yl)-amide), C(C)(=O)O[BH-](OC(C)=O)OC(C)=O.[Na+] (Sodium triacetoxyborohydride). Reagents/catalysts: C(C)(=O)O (acetic acid). The solvent is ClCCl (dichloromethane). Reaction conditions: time 16 hour. Product: C1(CCCC1)CC1=CC(=NO1)NC([C@H](CCC)NC1CC2=CC=C(C=C2CC1)F)=O (2-(S)-(6-Fluoro-1,2,3,4-tetrahydro-naphthalen-2-ylamino)-pentanoic acid (5-cyclopentylmethyl-isoxazol-3-yl)-amide). As a reaction SMILES: [F:1][C:2]1[CH:3]=[C:4]2[C:9](=[CH:10][CH:11]=1)[CH2:8][C:7](=O)[CH2:6][CH2:5]2.[CH:13]1([CH2:18][C:19]2[O:23][N:22]=[C:21]([NH:24][C:25](=[O:31])[C@@H:26]([NH2:30])[CH2:27][CH2:28][CH3:29])[CH:20]=2)[CH2:17][CH2:16][CH2:15][CH2:14]1.C(O[BH-](OC(=O)C)OC(=O)C)(=O)C.[Na+]>ClCCl.C(O)(=O)C>[CH:13]1([CH2:18][C:19]2[O:23][N:22]=[C:21]([NH:24][C:25](=[O:31])[C@@H:26]([NH:30][CH:7]3[CH2:6][CH2:5][C:4]4[C:9](=[CH:10][CH:11]=[C:2]([F:1])[CH:3]=4)[CH2:8]3)[CH2:27][CH2:28][CH3:29])[CH:20]=2)[CH2:14][CH2:15][CH2:16][CH2:17]1 |f:2.3|. Reported procedure: 6-Fluoro-3,4-dihydro-1H-naphthalen-2-one (0.2 mmol) was combined with 2-(S)-Amino-pentanoic acid (5-Cyclopentylmethyl-isoxazol-3-yl)-amide (0.2 mmol) in 2 mL of anhydrous dichloromethane under N2. Sodium triacetoxyborohydride (0.3 mmol) and two drops acetic acid were added and the reaction was stirred at rt for 16 h. The crude solution was then concentrated under reduced pressure and purified through flash chromatography on silica gel to give 2-(S)-(6-Fluoro-1,2,3,4-tetrahydro-naphthalen-2-ylami... The reactants are 42, OC1=CC=C(C(=O)O)C=C1 (p-hydroxybenzoic acid), [OH-].[K+] (potassium hydroxide). The reagents and catalysts are [Pt]=O (platinum oxide). The solvent is C(C)O (ethanol). Conditions: time 32 hour. The product is 16, OC1CCC(CC1)C(=O)O (4-hydroxycyclohexane carboxylic acid). RXN SMILES: [OH:1][C:2]1[CH:10]=[CH:9][C:5]([C:6]([OH:8])=[O:7])=[CH:4][CH:3]=1.[OH-].[K+]>[Pt]=O.C(O)C>[OH:1][CH:2]1[CH2:10][CH2:9][CH:5]([C:6]([OH:8])=[O:7])[CH2:4][CH2:3]1 |f:1.2|. Procedure details: A mixture of 42 parts of p-hydroxybenzoic acid, 2 parts of platinum oxide, 1 part of 10% aqueous potassium hydroxide and 150 parts by volume of ethanol was charged to a hydrogenation flask. The mixture was hydrogenated at 50 psi for 32 hours. The reaction mixture was filtered and the solvent evaporated. The solid product was slurried in 500 parts by volume of hot cyclohexane to remove cyclohexane carboxylic acid, filtered, and the solids recrystallized from 100 parts of water. The solid, unreact...